From a dataset of the Open Reaction Database (ORD), a public repository of structured organic reaction records. describe an organic reaction: reactants, conditions, products, and yield The yield is 83.5%. RXN SMILES: [C:1]([CH2:3][C:4]([O:6][CH2:7][CH3:8])=[O:5])#[N:2].[O-]CC.[Na+].I[CH2:14][Si:15]([CH3:18])([CH3:17])[CH3:16].[Cl-].[NH4+]>CS(C)=O>[CH3:14][Si:15]([CH3:18])([CH3:17])[CH2:16][CH:3]([C:1]#[N:2])[C:4]([O:6][CH2:7][CH3:8])=[O:5] |f:1.2,4.5|. Conditions: time 4 hour. The reactants are C(#N)CC(=O)OCC (ethyl cyanoacetate), [O-]CC.[Na+] (sodium ethoxide), IC[Si](C)(C)C (iodomethyltrimethylsilane), [Cl-].[NH4+] (ammonium chloride). Reported procedure: A solution of ethyl cyanoacetate (5.34 g, 47.3 mmol) in dimethyl sulfoxide (DMSO, 20 ml) was added portionwise with sodium ethoxide (3.21 g, 47.2 mmol), and the mixture was stirred at room temperature for 4 hours with occasionally cooling the mixture on ice when temperature elevation was observed. The reaction mixture was put on an ice bath, and added dropwise with a solution of iodomethyltrimethylsilane (7.78 g, 36.4 mmol) in DMSO (5 ml), and the mixture was stirred at room temperature for 24 h... The product is C[Si](CC(C(=O)OCC)C#N)(C)C (ethyl 3-(trimethylsilyl)-2-cyanopropionate). Run in CS(=O)C (dimethyl sulfoxide), CS(=O)C (DMSO). The reactants are ClC1=CC(=CC=C1)C(=O)OO (3-chloroperbenzoic acid), FC(SCCCCCOC1=CC=C(C(=C1)SCC(F)(F)F)C)(F)F (5-trifluoromethylthiopentyl-{4-methyl-5-(2,2,2-trifluoroethylthio)phenyl}ether), CCCCCC (n-hexane), C(C)(=O)OCC (ethyl acetate). Solvent: C(Cl)(Cl)Cl (chloroform), C(C)N(CC)CC (triethylamine). Reaction conditions: time 1 hour. Yields the product FC(SCCCCCOC1=CC(=C(C=C1)C)S(=O)CC(F)(F)F)(F)F (5-trifluoromethylthiopentyl-[4-methyl-3-(2,2,2-trifluoroethylsulfinyl)phenyl]ether). Isolated yield 76.4%. As a reaction SMILES: [F:1][C:2]([F:24])([F:23])[S:3][CH2:4][CH2:5][CH2:6][CH2:7][CH2:8][O:9][C:10]1[CH:15]=[C:14]([S:16][CH2:17][C:18]([F:21])([F:20])[F:19])[C:13]([CH3:22])=[CH:12][CH:11]=1.ClC1C=CC=C(C(OO)=[O:33])C=1.CCCCCC.C(OCC)(=O)C>C(Cl)(Cl)Cl.C(N(CC)CC)C>[F:24][C:2]([F:1])([F:23])[S:3][CH2:4][CH2:5][CH2:6][CH2:7][CH2:8][O:9][C:10]1[CH:11]=[CH:12][C:13]([CH3:22])=[C:14]([S:16]([CH2:17][C:18]([F:19])([F:20])[F:21])=[O:33])[CH:15]=1. Procedure details: In 100 ml of chloroform was dissolved 0.98 g (2.5 mmol) of 5-trifluoromethylthiopentyl-{4-methyl-5-(2,2,2-trifluoroethylthio)phenyl}ether. Thereto was added, in portions in about 10 minutes, 0.58 g (2.5 mmol) of 3-chloroperbenzoic acid (purity: about 75%) at room temperature. A reaction was carried out for 1 hour. After confirmation of the completion of the reaction, the solvent was distilled off under reduced pressure. The residue was purified by silica gel column chromatography (developing sol... The reactants are O=C([O-])O, CCOC(OCC)OCC, CCO[PH](=O)C=C(C)c1ccc(Cl)cc1, [Na+]. Product: CCOC(OCC)P(=O)(C=C(C)c1ccc(Cl)cc1)OCC. RXN SMILES: [C:16](=[O:17])([O-:18])[OH:19].[CH:21]([O:22][CH2:23][CH3:24])([O:25][CH2:26][CH3:27])[O:28][CH2:29][CH3:30].[Cl:1][c:2]1[cH:3][cH:4][c:5]([C:8](=[CH:9][PH:10]([O:11][CH2:12][CH3:13])=[O:14])[CH3:15])[cH:6][cH:7]1.[Na+:20]>>[Cl:1][c:2]1[cH:3][cH:4][c:5]([C:8](=[CH:9][P:10]([O:11][CH2:12][CH3:13])(=[O:14])[CH:21]([O:22][CH2:23][CH3:24])[O:25][CH2:26][CH3:27])[CH3:15])[cH:6][cH:7]1. Starting materials: O=C(O)C(Br)COCc1ccccc1, CO, O=S(Cl)Cl. Product: COC(=O)C(Br)COCc1ccccc1. As a reaction SMILES: [Br:1][CH:2]([C:3](=[O:4])[OH:5])[CH2:6][O:7][CH2:8][c:9]1[cH:10][cH:11][cH:12][cH:13][cH:14]1.[CH3:19][OH:20].[S:15]([Cl:16])([Cl:17])=[O:18]>>[Br:1][CH:2]([C:3](=[O:4])[O:5][CH3:19])[CH2:6][O:7][CH2:8][c:9]1[cH:10][cH:11][cH:12][cH:13][cH:14]1. The product is COC(=O)C1=C(OC(CCC(=O)OCC)C2=CC=CC=C2)C=C(C=C1)OCC1=CC=CC=C1 (ethyl (RS)-4-(2-methoxycarbonyl-5-benzyloxyphenoxy)-4-phenylbutanoate). Starting materials: C(C1=CC=CC=C1)OC1=CC(=C(C(=O)OC)C=C1)O (methyl 4-benzyloxy-2-hydroxybenzoate), [H-].[Na+] (sodium hydride), ClC(CCC(=O)OCC)C1=CC=CC=C1 (ethyl (RS)-4-chloro-4-phenylbutanoate). As a reaction SMILES: [H-].[Na+].[CH2:3]([O:10][C:11]1[CH:20]=[CH:19][C:14]([C:15]([O:17][CH3:18])=[O:16])=[C:13]([OH:21])[CH:12]=1)[C:4]1[CH:9]=[CH:8][CH:7]=[CH:6][CH:5]=1.Cl[CH:23]([C:31]1[CH:36]=[CH:35][CH:34]=[CH:33][CH:32]=1)[CH2:24][CH2:25][C:26]([O:28][CH2:29][CH3:30])=[O:27]>CN(C)C=O>[CH3:18][O:17][C:15]([C:14]1[CH:19]=[CH:20][C:11]([O:10][CH2:3][C:4]2[CH:5]=[CH:6][CH:7]=[CH:8][CH:9]=2)=[CH:12][C:13]=1[O:21][CH:23]([C:31]1[CH:36]=[CH:35][CH:34]=[CH:33][CH:32]=1)[CH2:24][CH2:25][C:26]([O:28][CH2:29][CH3:30])=[O:27])=[O:16] |f:0.1|. Yield: 57.6%. Procedure: A stirred suspension of sodium hydride (340 mg) in dry dimethylformamide (100 mL) is treated portionwise with methyl 4-benzyloxy-2-hydroxybenzoate (2 g). After stirring at ambient temperature for 30 minutes, it is treated with ethyl (RS)-4-chloro-4-phenylbutanoate (1.9 g) in one portion and stirred for 16 hours at ambient temperature, and then for two hours at 80° C. The reaction mixture is then concentrated in vacuo and the residue is partitioned between ethyl acetate (100 mL) and water (100 mL... Run in CN(C=O)C (dimethylformamide). Conditions: time 30 minute. The reactants are C(=O)=O (carbon dioxide), CC1N(CCCC1)CC(C#N)=C (2-[(2-methyl-1-piperidyl)methyl]propenenitrile), C(#N)CC(=O)O (Cyanoacetic acid), C(C)(C)(C)C1CCNCC1 (4-t-butylpiperidine), C=O (formaldehyde). The solvent is CCOCC (ether), O1CCOCC1 (dioxane), C(Cl)Cl (methylene chloride), C(C)O (ethanol). Conditions: time 12 hour. Yields the product C(C)(C)(C)C1CCNCC1 (4-t-butylpiperidine), CC1NCCCC1 (2-methylpiperidine). RXN SMILES: C(CC(O)=O)#N.[C:7]([CH:11]1[CH2:16][CH2:15][NH:14][CH2:13][CH2:12]1)([CH3:10])([CH3:9])[CH3:8].C=O.C(=O)=O.[CH3:22][CH:23]1[CH2:28][CH2:27][CH2:26][CH2:25][N:24]1CC(=C)C#N>CCOCC.C(Cl)Cl.C(O)C.O1CCOCC1>[C:7]([CH:11]1[CH2:16][CH2:15][NH:14][CH2:13][CH2:12]1)([CH3:10])([CH3:9])[CH3:8].[CH3:22][CH:23]1[CH2:28][CH2:27][CH2:26][CH2:25][NH:24]1. Procedure: Cyanoacetic acid (1.75 g., 0.02 mole) was dissolved in 10 ml. of dioxane. In a five minute period 4-t-butylpiperidine (2.8 g., 0.02 mole) was added, the temperature rose to 25° C. from 15° C. obtained by prior cooling with an ice bath. The mixture which solidified became fluid upon the addition of 37% aqueous formaldehyde (3.6 g., 0.04 mole), the temperature rose to 30° C. and carbon dioxide evolution began. The mixture was stirred an additional 12 hours, was taken up in ether and the organic ph... Starting materials: C(CCCCCCCC)N1C(CC(C2=CC(=CC=C12)C(C=CC1=CC=C(C(=O)O)C=C1)=O)(C)C)=O (4-[3-(1-Nonyl-4,4-dimethyl-2-oxo-1,2,3,4-tetrahydro-quinolin-6-yl)-3-oxo-propenyl]-benzoic acid), BrC1=CC=C(C=C1)C=CC(=O)C=1C=C2C(CC(N(C2=CC1)C)=O)(C)C (6-[3-(4-bromophenyl)-acryloyl]-4,4-dimethyl-1-methyl-3,4-dihydro-1H-quinolin-2-one), BrC1=CC=C(C=C1)C=CC(=O)C=1C=C2C(CC(N(C2=CC1)C)=O)(C)C (6-[3-(4-bromophenyl)-acryloyl]-4,4-dimethyl-1-methyl-3,4-dihydro-1H-quinolin-2-one). The product is CN1C(CC(C2=CC(=CC=C12)C(C=CC1=CC=C(C(=O)O)C=C1)=O)(C)C)=O (4-[3-(1-Methyl-4,4-dimethyl-2-oxo-1,2,3,4-tetrahydro-quinolin-6-yl)-3-oxo-propenyl]-benzoic acid). RXN SMILES: [CH2:1]([N:10]1[C:19]2[C:14](=[CH:15][C:16]([C:20](=[O:32])[CH:21]=[CH:22][C:23]3[CH:31]=[CH:30][C:26]([C:27]([OH:29])=[O:28])=[CH:25][CH:24]=3)=[CH:17][CH:18]=2)[C:13]([CH3:34])([CH3:33])[CH2:12][C:11]1=[O:35])CCCCCCCC.BrC1C=CC(C=CC(C2C=C3C(=CC=2)N(C)C(=O)CC3(C)C)=O)=CC=1>>[CH3:1][N:10]1[C:19]2[C:14](=[CH:15][C:16]([C:20](=[O:32])[CH:21]=[CH:22][C:23]3[CH:24]=[CH:25][C:26]([C:27]([OH:29])=[O:28])=[CH:30][CH:31]=3)=[CH:17][CH:18]=2)[C:13]([CH3:33])([CH3:34])[CH2:12][C:11]1=[O:35]. Procedure: Following a procedure similar to that used for the preparation of Compound 8d but using 6-[3-(4-bromophenyl)-acryloyl]-4,4-dimethyl-1-methyl-3,4-dihydro-1H-quinolin-2-one (Intermediate 7f) as the starting material afforded the title compound as a light yellow solid (20% yield). Yield: 20.0%. Starting materials: CC(C)(C[N+]1(C)CCOCC1)NC(=O)OC(C)(C)C, CO, Cl, [I-], C1COCCO1. The product is [Cl-], CC(C)(N)C[N+]1(C)CCOCC1. Reaction SMILES: [C:2]([O:3][C:4](=[O:5])[NH:9][C:10]([CH2:11][N+:12]1([CH3:18])[CH2:13][CH2:14][O:15][CH2:16][CH2:17]1)([CH3:19])[CH3:20])([CH3:6])([CH3:7])[CH3:8].[CH3:22][OH:23].[ClH:21].[I-:1].[O:24]1[CH2:25][CH2:26][O:27][CH2:28][CH2:29]1>>[Cl-:21].[NH2:9][C:10]([CH2:11][N+:12]1([CH3:18])[CH2:13][CH2:14][O:15][CH2:16][CH2:17]1)([CH3:19])[CH3:20]. The reactants are C(C1=CC=CC=C1)(=O)NC1=CC=C(C=C1)C1=CC=C2CN(C(C2=C1)=O)[C@H](C(=O)OC)C(C)C ((S)-Methyl 2-(6-(4-benzamidophenyl)-1-oxoisoindolin-2-yl)-3-methylbutanoate), NC1=CC=C(C=C1)C1=CC=C2CN(C(C2=C1)=O)[C@H](C(=O)OC)C(C)C ((S)-Methyl 2-(6-(4-aminophenyl)-1-oxoisoindolin-2-yl)-3-methylbutanoate), FC=1C=C(C(=O)Cl)C=CC1 (3-fluorobenzoyl chloride), compound, compound. The product is FC=1C=C(C(=O)NC2=CC=C(C=C2)C2=CC=C3CN(C(C3=C2)=O)[C@H](C(=O)OC)C(C)C)C=CC1 ((S)-Methyl 2-(6-(4-(3-fluorobenzamido)phenyl)-1-oxoisoindolin-2-yl)-3-methylbutanoate). As a reaction SMILES: [C:1]([NH:9][C:10]1[CH:15]=[CH:14][C:13]([C:16]2[CH:24]=[C:23]3[C:19]([CH2:20][N:21]([C@@H:26]([CH:31]([CH3:33])[CH3:32])[C:27]([O:29][CH3:30])=[O:28])[C:22]3=[O:25])=[CH:18][CH:17]=2)=[CH:12][CH:11]=1)(=[O:8])[C:2]1[CH:7]=[CH:6][CH:5]=[CH:4][CH:3]=1.NC1C=CC(C2C=C3C(CN([C@@H](C(C)C)C(OC)=O)C3=O)=CC=2)=CC=1.[F:59]C1C=C(C=CC=1)C(Cl)=O>>[F:59][C:6]1[CH:7]=[C:2]([CH:3]=[CH:4][CH:5]=1)[C:1]([NH:9][C:10]1[CH:11]=[CH:12][C:13]([C:16]2[CH:24]=[C:23]3[C:19]([CH2:20][N:21]([C@@H:26]([CH:31]([CH3:33])[CH3:32])[C:27]([O:29][CH3:30])=[O:28])[C:22]3=[O:25])=[CH:18][CH:17]=2)=[CH:14][CH:15]=1)=[O:8]. Procedure: The compound of example 105 was prepared analogous to compound of example 97 by reaction of compound of example 6 with 3-fluorobenzoyl chloride. The compound of example 105 was used directly without isolation for the preparation of compound of example 106. Starting materials: CNCc1c2n(c3ccccc13)CCC2, Cl, CNCc1cn(C)c2ccc(F)cc12, Nc1ccc(C=CC(=O)O)cn1, O=C(O)C=Cc1cnc2c(c1)CCC(=O)N2. Product: CN(Cc1cn(C)c2ccc(F)cc12)C(=O)C=Cc1ccc(N)nc1. As a reaction SMILES: [CH3:15][NH:16][CH2:17][c:18]1[c:19]2[cH:20][cH:21][cH:22][cH:23][c:24]2[n:25]2[c:29]1[CH2:28][CH2:27][CH2:26]2.[ClH:42].[F:1][c:2]1[cH:3][c:4]2[c:5]([CH2:12][NH:13][CH3:14])[cH:6][n:7]([CH3:11])[c:8]2[cH:9][cH:10]1.[NH2:30][c:31]1[cH:32][cH:33][c:34]([CH:37]=[CH:38][C:39](=[O:40])[OH:41])[cH:35][n:36]1.[O:43]=[C:44]1[NH:45][c:46]2[n:47][cH:48][c:49]([CH:50]=[CH:51][C:52]([OH:53])=[O:54])[cH:55][c:56]2[CH2:57][CH2:58]1>>[F:1][c:2]1[cH:3][c:4]2[c:5]([CH2:12][N:13]([CH3:14])[C:39]([CH:38]=[CH:37][c:34]3[cH:33][cH:32][c:31]([NH2:30])[n:36][cH:35]3)=[O:41])[cH:6][n:7]([CH3:11])[c:8]2[cH:9][cH:10]1.